Dataset: the Open Reaction Database (ORD), a public repository of structured organic reaction records. Task: describe an organic reaction: reactants, conditions, products, and yield Starting materials: COC1=CC=C(C=C1)C#CC1=CC=CC=C1 (1-methoxy-4-(phenylethynyl)-benzene), N1=C(C=C(C=C1C)C)C (collidine), [Li+].[I-] (LiI), Cl (HCl). The solvent is O (water). Product: OC1=CC=C(C=C1)C#CC1=CC=CC=C1 (1-Hydroxy-4-(phenylethynyl)benzene). RXN SMILES: C[O:2][C:3]1[CH:8]=[CH:7][C:6]([C:9]#[C:10][C:11]2[CH:16]=[CH:15][CH:14]=[CH:13][CH:12]=2)=[CH:5][CH:4]=1.N1C(C)=CC(C)=CC=1C.[Li+].[I-].Cl>O>[OH:2][C:3]1[CH:4]=[CH:5][C:6]([C:9]#[C:10][C:11]2[CH:12]=[CH:13][CH:14]=[CH:15][CH:16]=2)=[CH:7][CH:8]=1 |f:2.3|. Procedure details: A procedure similar to that described1 was used. A sample of 1-methoxy-4-(phenylethynyl)-benzene (0.4 g, 1.9 mmol) was added collidine (3 mL), LiI (1.5 g) and the solution heated under reflux for 5 h (>95% conversion). The solution was poured into water acidified with HCl, extracted with ether (3×50 mL) and dried (MgSO4). The ether was evaporated and the residue chromatographed (PE) eluting the title compound 0.3 g (80%): mp 125°-128° C. (cyclohexane) (lit2 mp 91°-92° C., lit3 mp 83°-84° C.); 1H... Starting materials: [C-]#N, [C-]#N, CN(C)C=O, CC(C)(C)OC(=O)NC1CCc2ccc(OS(=O)(=O)C(F)(F)F)cc2C1Cc1ccc(Cl)cc1, O=C(C=Cc1ccccc1)C=Cc1ccccc1, O=C(C=Cc1ccccc1)C=Cc1ccccc1, O=C(C=Cc1ccccc1)C=Cc1ccccc1, [Pd], [Pd], [Zn+2]. Product: CC(C)(C)OC(=O)NC1CCc2ccc(C#N)cc2C1Cc1ccc(Cl)cc1. RXN SMILES: [C-:96]#[N:97].[C-:99]#[N:100].[CH3:35][N:36]([CH3:37])[CH:38]=[O:39].[F:1][C:2]([F:3])([F:4])[S:5]([O:6][c:7]1[cH:8][c:9]2[c:14]([cH:15][cH:16]1)[CH2:13][CH2:12][CH:11]([NH:17][C:18](=[O:19])[O:20][C:21]([CH3:22])([CH3:23])[CH3:24])[CH:10]2[CH2:25][c:26]1[cH:27][cH:28][c:29]([Cl:32])[cH:30][cH:31]1)(=[O:33])=[O:34].[O:42]=[C:43]([CH:44]=[CH:45][c:46]1[cH:47][cH:48][cH:49][cH:50][cH:51]1)[CH:52]=[CH:53][c:54]1[cH:55][cH:56][cH:57][cH:58][cH:59]1.[O:60]=[C:61]([CH:62]=[CH:63][c:64]1[cH:65][cH:66][cH:67][cH:68][cH:69]1)[CH:70]=[CH:71][c:72]1[cH:73][cH:74][cH:75][cH:76][cH:77]1.[O:78]=[C:79]([CH:80]=[CH:81][c:82]1[cH:83][cH:84][cH:85][cH:86][cH:87]1)[CH:88]=[CH:89][c:90]1[cH:91][cH:92][cH:93][cH:94][cH:95]1.[Pd:40].[Pd:41].[Zn+2:98]>>[c:7]1([C:35]#[N:36])[cH:8][c:9]2[c:14]([cH:15][cH:16]1)[CH2:13][CH2:12][CH:11]([NH:17][C:18](=[O:19])[O:20][C:21]([CH3:22])([CH3:23])[CH3:24])[CH:10]2[CH2:25][c:26]1[cH:27][cH:28][c:29]([Cl:32])[cH:30][cH:31]1. Reactants: Cl (Hydrochloric acid), [OH-].[Na+] (sodium hydroxide), B.CSC (Borane dimethylsulphide), BrC1=CC=C(C=C1)S(=O)(=O)N1CCN(CC1)C(=O)C1CCN(CC1)C1=CC=NC=C1 (1-(4-bromophenylsulphonyl)-4-[1-(4-pyridyl)piperidin-4-ylcarbonyl]piperazine). Solvent: C1CCOC1 (THF), O (Water). Conditions: time 18 hour. The product is BrC1=CC=C(C=C1)S(=O)(=O)N1CCN(CC1)CC1CCN(CC1)C1=CC=NC=C1 (1-(4-bromophenylsulphonyl)-4-[1-(4-pyridyl)piperidin-4-ylmethyl]piperazine). The yield is 53.7%. As a reaction SMILES: B.CSC.[Br:5][C:6]1[CH:11]=[CH:10][C:9]([S:12]([N:15]2[CH2:20][CH2:19][N:18]([C:21]([CH:23]3[CH2:28][CH2:27][N:26]([C:29]4[CH:34]=[CH:33][N:32]=[CH:31][CH:30]=4)[CH2:25][CH2:24]3)=O)[CH2:17][CH2:16]2)(=[O:14])=[O:13])=[CH:8][CH:7]=1.Cl.[OH-].[Na+]>C1COCC1.O>[Br:5][C:6]1[CH:11]=[CH:10][C:9]([S:12]([N:15]2[CH2:16][CH2:17][N:18]([CH2:21][CH:23]3[CH2:24][CH2:25][N:26]([C:29]4[CH:30]=[CH:31][N:32]=[CH:33][CH:34]=4)[CH2:27][CH2:28]3)[CH2:19][CH2:20]2)(=[O:13])=[O:14])=[CH:8][CH:7]=1 |f:0.1,4.5|. Procedure: Borane-dimethylsulphide (0.5 ml; 10M) was added dropwise to a stirred suspension of 1-(4-bromophenylsulphonyl)-4-[1-(4-pyridyl)piperidin-4-ylcarbonyl]piperazine (493 mg) in THF (10 ml) at 0-5°. The mixture was stirred for 18 hours at 25°. 6M Hydrochloric acid (4 ml) was added dropwise and the mixture stirred for 1 hour, then for 0.25 hours at reflux and then for 1 hour at 20°. The mixture was basified to pH 12 with 2M sodium hydroxide. Water (5 ml) was added and the aqueous extracted with dichlo...